Dataset: the Open Reaction Database (ORD), a public repository of structured organic reaction records. Task: describe an organic reaction: reactants, conditions, products, and yield Starting materials: CCc1c(C(=O)OC)ccc(OCc2ccccc2)c1C, CC(C)CO, CC(C)O, N[NH3+], [OH-]. The product is CCc1c(C(=O)NN)ccc(OCc2ccccc2)c1C. RXN SMILES: [CH2:9]([c:10]1[cH:11][cH:12][cH:13][cH:14][cH:15]1)[O:16][c:17]1[c:18]([CH3:29])[c:19]([CH2:27][CH3:28])[c:20]([C:21](=[O:22])[O:23][CH3:24])[cH:25][cH:26]1.[CH3:1][CH:2]([CH2:3][OH:4])[CH3:5].[CH3:30][CH:31]([OH:32])[CH3:33].[NH3+:7][NH2:8].[OH-:6]>>[NH:7]([NH2:8])[C:21]([c:20]1[c:19]([CH2:27][CH3:28])[c:18]([CH3:29])[c:17]([O:16][CH2:9][c:10]2[cH:11][cH:12][cH:13][cH:14][cH:15]2)[cH:26][cH:25]1)=[O:22]. Reactants: C1(=CC=CC=C1)CCC(=O)N[C@@H](C)C(=O)N1[C@H](C(=O)N2[C@H](C(=O)O)CCC2)CCC1 (N-(3-phenylpropionyl)-L-alanyl-L-prolyl-L-proline), N[C@@H](CCCNC(N)=N)C(=O)O (L-arginine). Solvent: O (water). The product is N[C@@H](CCCNC(N)=N)C(=O)O.C1(=CC=CC=C1)CC#CN[C@@H](C)C(=O)N1[C@H](C(=O)N2[C@H](C(=O)O)CCC2)CCC1 (N-(3-phenylpropinyl)-L-alanyl-L-prolyl-L-proline L-arginine salt). The yield is 101.8%. RXN SMILES: [C:1]1([CH2:7][CH2:8][C:9]([NH:11][C@H:12]([C:14]([N:16]2[CH2:30][CH2:29][CH2:28][C@H:17]2[C:18]([N:20]2[CH2:27][CH2:26][CH2:25][C@H:21]2[C:22]([OH:24])=[O:23])=[O:19])=[O:15])[CH3:13])=O)[CH:6]=[CH:5][CH:4]=[CH:3][CH:2]=1.[NH2:31][C@H:32]([C:40]([OH:42])=[O:41])[CH2:33][CH2:34][CH2:35][NH:36][C:37](=[NH:39])[NH2:38]>O>[NH2:31][C@H:32]([C:40]([OH:42])=[O:41])[CH2:33][CH2:34][CH2:35][NH:36][C:37](=[NH:38])[NH2:39].[C:1]1([CH2:7][C:8]#[C:9][NH:11][C@H:12]([C:14]([N:16]2[CH2:30][CH2:29][CH2:28][C@H:17]2[C:18]([N:20]2[CH2:27][CH2:26][CH2:25][C@H:21]2[C:22]([OH:24])=[O:23])=[O:19])=[O:15])[CH3:13])[CH:2]=[CH:3][CH:4]=[CH:5][CH:6]=1 |f:3.4|. Reported procedure: N-(3-phenylpropionyl)-L-alanyl-L-prolyl-L-proline (1.00 g, 2.41 m mole) was dissolved in a solution of L-arginine (0.42 g, 2.41 m mole) in water (30 ml), and the thus obtained solution was freeze-dried to give N-(3-phenylpropinyl)-L-alanyl-L-prolyl-L-proline L-arginine salt (1.40 g). The reactants are FC1=C(C=C(C(=C1)F)OC)C1=C(C=NC=C1)NC ([4-(2,4-difluoro-5-methoxy-phenyl)-pyridin-3-yl]-methyl-amine), CS(=O)(=O)C=1C=C(C(=O)O)C=C(C1)C(F)(F)F (3-(methylsulfonyl)-5-(trifluoromethyl)benzoic acid), O=P(Cl)(Cl)Cl (POCl3). Run in N1=CC=CC=C1 (pyridine). Reaction conditions: temperature 25 celsius, time 12 hour. Product: FC1=C(C=C(C(=C1)F)OC)C1=C(C=NC=C1)N(C(C1=CC(=CC(=C1)C(F)(F)F)S(=O)(=O)C)=O)C (N-[4-(2,4-Difluoro-5-methoxy-phenyl)-pyridin-3-yl]-3-methanesulfonyl-N-methyl-5-trifluoromethyl-benzamide). Isolated yield 29.0%. Reaction SMILES: [F:1][C:2]1[CH:7]=[C:6]([F:8])[C:5]([O:9][CH3:10])=[CH:4][C:3]=1[C:11]1[CH:16]=[CH:15][N:14]=[CH:13][C:12]=1[NH:17][CH3:18].[CH3:19][S:20]([C:23]1[CH:24]=[C:25]([CH:29]=[C:30]([C:32]([F:35])([F:34])[F:33])[CH:31]=1)[C:26]([OH:28])=O)(=[O:22])=[O:21].O=P(Cl)(Cl)Cl>N1C=CC=CC=1>[F:1][C:2]1[CH:7]=[C:6]([F:8])[C:5]([O:9][CH3:10])=[CH:4][C:3]=1[C:11]1[CH:16]=[CH:15][N:14]=[CH:13][C:12]=1[N:17]([CH3:18])[C:26](=[O:28])[C:25]1[CH:29]=[C:30]([C:32]([F:35])([F:34])[F:33])[CH:31]=[C:23]([S:20]([CH3:19])(=[O:21])=[O:22])[CH:24]=1. Procedure: To a solution of [4-(2,4-difluoro-5-methoxy-phenyl)-pyridin-3-yl]-methyl-amine (70 mg, 0.28 mmol) in 2.5 mL pyridine were added 3-(methylsulfonyl)-5-(trifluoromethyl)benzoic acid (example 114, intermediate a) (90 mg, 0.34 mmol) and POCl3 (2.3 mL) dropwise at 25° C. and the reaction mixture was stirred for 12 hours at 25° C. The solvent was evaporated, the residue was dissolved in EtOAc (15 ml) and washed with 2M aqueous HCl solution (5 mL) followed by saturated NaHCO3 solution (10 mL). The organ...